This data is from the Open Reaction Database (ORD), a public repository of structured organic reaction records. The task is: describe an organic reaction: reactants, conditions, products, and yield Starting materials: ClCCl, COC1(OC)CCCCCCC1=NO, Cl. Product: COC1(OC)C(=NO)CCCCCC1Cl. Reaction SMILES: [CH2:16]([Cl:17])[Cl:18].[CH3:1][O:2][C:3]1([O:13][CH3:14])[C:4](=[N:11][OH:12])[CH2:5][CH2:6][CH2:7][CH2:8][CH2:9][CH2:10]1.[Cl:15]>>[CH3:1][O:2][C:3]1([O:13][CH3:14])[C:4](=[N:11][OH:12])[CH2:5][CH2:6][CH2:7][CH2:8][CH2:9][CH:10]1[Cl:17]. The reactants are O=C([O-])C(=O)[O-], C1CCOC1, Cc1ccc2[nH]c3c(c2c1)CN(C)CC3, FC(F)(F)c1cncc(C2CO2)c1, [H-], [Na+], CN(C)C=O, O=C(O)C(=O)O. The product is Cc1ccc2c(c1)c1c(n2CC(O)c2cncc(C(F)(F)F)c2)CCN(C)C1. RXN SMILES: [C:31]([O-:32])(=[O:33])[C:34]([O-:35])=[O:36].[CH2:48]1[O:49][CH2:50][CH2:51][CH2:52]1.[CH3:3][N:4]1[CH2:5][c:6]2[c:7]([nH:8][c:9]3[cH:10][cH:11][c:12]([CH3:15])[cH:13][c:14]23)[CH2:16][CH2:17]1.[F:18][C:19]([c:20]1[cH:21][n:22][cH:23][c:24]([CH:26]2[O:27][CH2:28]2)[cH:25]1)([F:29])[F:30].[H-:1].[Na+:2].[O:43]=[CH:44][N:45]([CH3:46])[CH3:47].[OH:37][C:38]([C:39](=[O:40])[OH:41])=[O:42]>>[CH3:3][N:4]1[CH2:5][c:6]2[c:7]([n:8]([CH2:28][CH:26]([c:24]3[cH:23][n:22][cH:21][c:20]([C:19]([F:18])([F:29])[F:30])[cH:25]3)[OH:27])[c:9]3[cH:10][cH:11][c:12]([CH3:15])[cH:13][c:14]23)[CH2:16][CH2:17]1. Reactants: O=C(Oc1ccc2c(c1)CCC2O)c1ccccc1, Cc1ccc(S(=O)(=O)O)cc1, Cc1ccccc1, [Mg+2], O=S(=O)([O-])[O-]. Product: O=C(Oc1ccc2c(c1)CC=C2)c1ccccc1. Reaction SMILES: [C:12]([c:13]1[cH:14][cH:15][cH:16][cH:17][cH:18]1)(=[O:19])[O:20][c:21]1[cH:22][c:23]2[c:27]([cH:28][cH:29]1)[CH:26]([OH:30])[CH2:25][CH2:24]2.[CH3:1][c:2]1[cH:3][cH:4][c:5]([S:6]([OH:7])(=[O:8])=[O:9])[cH:10][cH:11]1.[CH3:37][c:38]1[cH:39][cH:40][cH:41][cH:42][cH:43]1.[Mg+2:31].[O-:32][S:33]([O-:34])(=[O:35])=[O:36]>>[C:12]([c:13]1[cH:14][cH:15][cH:16][cH:17][cH:18]1)(=[O:19])[O:20][c:21]1[cH:22][c:23]2[c:27]([cH:28][cH:29]1)[CH:26]=[CH:25][CH2:24]2. Reactants: ClC=1C=C(CNC(=O)NC=2SC=C(N2)CCl)C=CC1Cl (1-(3,4-Dichlorobenzyl)-3-(4-(chloromethyl)thiazol-2-yl) urea), Cl.ClCC=1N=C(SC1)N (4-(chloromethyl)thiazol-2-amine hydrochloride), FC=1C=C(CN=C=O)C=CC1 (3-fluorobenzyl isocyanate). Product: ClCC=1N=C(SC1)NC(=O)NCC1=CC(=CC=C1)F (1-(4-(Chloromethyl)thiazol-2-yl)-3-(3-fluorobenzyl)urea). As a reaction SMILES: Cl[C:2]1[CH:3]=[C:4]([CH:17]=[CH:18][C:19]=1Cl)[CH2:5][NH:6][C:7]([NH:9][C:10]1[S:11][CH:12]=[C:13]([CH2:15][Cl:16])[N:14]=1)=[O:8].Cl.ClCC1N=C(N)SC=1.[F:30]C1C=C(C=CC=1)CN=C=O>>[Cl:16][CH2:15][C:13]1[N:14]=[C:10]([NH:9][C:7]([NH:6][CH2:5][C:4]2[CH:17]=[CH:18][CH:19]=[C:2]([F:30])[CH:3]=2)=[O:8])[S:11][CH:12]=1 |f:1.2|. Reported procedure: Prepared by same procedure described for Intermediate 2 with 4-(chloromethyl)thiazol-2-amine hydrochloride and 3-fluorobenzyl isocyanate. 1H-NMR (ppm, DMSO-d6): 10.70 (bs, 1H), 7.36 (dd, 1H), 7.07 (m, 4H), 4.63 (s, 2H), 4.34 (d, 2H). Reactants: C(CCC)[Sn](Cl)(CCCC)CCCC (tributylchlorostannane), ClC=1C=C(OC=2C=C3C(=NN(C3=CC2)C)I)C=CC1 (5-(3-Chlorophenoxy)-3-iodo-1-methyl-1H-indazole), C(C)(C)[Mg]Cl (isopropylmagnesium chloride), NaCl ice. Solvent: C1CCOC1 (THF). Run at temperature -16 celsius, time 20 minute. The product is ClC=1C=C(OC=2C=C3C(=NN(C3=CC2)C)[Sn](CCCC)(CCCC)CCCC)C=CC1 (5-(3-chlorophenoxy)-1-methyl-3-(tributylstannyl)-1H-indazole). RXN SMILES: [Cl:1][C:2]1[CH:3]=[C:4]([CH:17]=[CH:18][CH:19]=1)[O:5][C:6]1[CH:7]=[C:8]2[C:12](=[CH:13][CH:14]=1)[N:11]([CH3:15])[N:10]=[C:9]2I.C([Mg]Cl)(C)C.[CH2:25]([Sn:29]([CH2:35][CH2:36][CH2:37][CH3:38])([CH2:31][CH2:32][CH2:33][CH3:34])Cl)[CH2:26][CH2:27][CH3:28]>C1COCC1>[Cl:1][C:2]1[CH:3]=[C:4]([CH:17]=[CH:18][CH:19]=1)[O:5][C:6]1[CH:7]=[C:8]2[C:12](=[CH:13][CH:14]=1)[N:11]([CH3:15])[N:10]=[C:9]2[Sn:29]([CH2:31][CH2:32][CH2:33][CH3:34])([CH2:35][CH2:36][CH2:37][CH3:38])[CH2:25][CH2:26][CH2:27][CH3:28]. Procedure details: 5-(3-Chlorophenoxy)-3-iodo-1-methyl-1H-indazole (0.154 g, 400 μmol) was dissolved in THF (3.00 mL). The colorless solution was cooled to −16° C. (NaCl/ice bath) then isopropylmagnesium chloride (2M in THF, 224 μL, 448 μmol) was added dropwise at −16° C. The reaction mixture was stirred at −16° C. for 20 min then tributylchlorostannane (150 mg, 125 μL, 460 μmol) was added slowly. The reaction mixture was warmed to 25° C. and stirred for 1.5 h. The reaction mixture was quenched with saturated ammo... Reactants: N1=CC=CC2=CC(=CC=C12)O (quinoline-6-ol), C(C1=CC=CC=C1)OC1=CC=C(C=C1)CCl (1-benzyloxy-4-chloromethyl-benzene), CC(C)([O-])C.[K+] (potassium tert-butoxide). Procedure details: To a solution of quinoline-6-ol (37 mg, 0.25 mmol), 1-benzyloxy-4-chloromethyl-benzene (70 mg, 0.30 mmol) in dimethylsulfoxide (2.5 mL) was added potassium tert-butoxide (43 mg, 0.38 mmol) under nitrogen atmosphere, and the solution was stirred for 13 hours at room temperature. This reaction solution was purified by thin layer silica gel chromatography (hexane:ethyl acetate=1:1), and the title compound (74 mg, 0.217 mmol, 86%) was obtained as a pale yellow solid. The yield is 86.8%. The product is C(C1=CC=CC=C1)OC1=CC=C(COC=2C=C3C=CC=NC3=CC2)C=C1 (6-(4-Benzyloxy-benzyloxy)-quinoline). The solvent is CS(=O)C (dimethylsulfoxide). Reaction conditions: time 13 hour. As a reaction SMILES: [N:1]1[C:10]2[C:5](=[CH:6][C:7]([OH:11])=[CH:8][CH:9]=2)[CH:4]=[CH:3][CH:2]=1.[CH2:12]([O:19][C:20]1[CH:25]=[CH:24][C:23]([CH2:26]Cl)=[CH:22][CH:21]=1)[C:13]1[CH:18]=[CH:17][CH:16]=[CH:15][CH:14]=1.CC(C)([O-])C.[K+]>CS(C)=O>[CH2:12]([O:19][C:20]1[CH:21]=[CH:22][C:23]([CH2:26][O:11][C:7]2[CH:6]=[C:5]3[C:10](=[CH:9][CH:8]=2)[N:1]=[CH:2][CH:3]=[CH:4]3)=[CH:24][CH:25]=1)[C:13]1[CH:14]=[CH:15][CH:16]=[CH:17][CH:18]=1 |f:2.3|. The reactants are CCOC(C)=O, Fc1ccc(CBr)cc1, [H-], N#N, [Na+], [Na+], O=C([O-])O, OCC1COCc2nc3cnc4ccccc4c3n21. Product: Fc1ccc(COCC2COCc3nc4cnc5ccccc5c4n32)cc1. Reaction SMILES: [CH3:38][CH2:39][O:40][C:41](=[O:42])[CH3:43].[F:24][c:25]1[cH:26][cH:27][c:28]([CH2:29][Br:30])[cH:31][cH:32]1.[H-:3].[N:1]#[N:2].[Na+:37].[Na+:4].[O-:33][C:34]([OH:35])=[O:36].[OH:5][CH2:6][CH:7]1[CH2:8][O:9][CH2:10][c:11]2[n:12]1[c:13]1[c:14]([cH:15][n:16][c:17]3[cH:18][cH:19][cH:20][cH:21][c:22]13)[n:23]2>>[O:5]([CH2:6][CH:7]1[CH2:8][O:9][CH2:10][c:11]2[n:12]1[c:13]1[c:14]([cH:15][n:16][c:17]3[cH:18][cH:19][cH:20][cH:21][c:22]13)[n:23]2)[CH2:29][c:28]1[cH:27][cH:26][c:25]([F:24])[cH:32][cH:31]1.